This data is from the Open Reaction Database (ORD), a public repository of structured organic reaction records. The task is: describe an organic reaction: reactants, conditions, products, and yield The reactants are Br (HBr), [OH-].[Na+] (NaOH), BrCC1=NC=CC=C1 (2-Bromomethylpyridine), COC(=O)C=1NC2=CC(=CC=C2C1C=O)OC (methyl3-formyl-6-methoxy-1H-indole-2-carboxylate), COC(=O)C=1NC2=CC(=CC=C2C1C=O)OC (methyl3-formyl-6-methoxy-1H-indole-2-carboxylate), C(=O)([O-])[O-].[K+].[K+] (K2CO3). Solvent: CCOCC (Et2O), CN(C)C=O (DMF). Product: C(=O)C1=C(N(C2=CC(=CC=C12)OC)CC1=NC=CC=C1)C(=O)OC (Methyl 3-Formyl-6-methoxy-1-(pyridin-2-ylmethyl)-1H-indole-2-carboxylate). RXN SMILES: Br[CH2:2][C:3]1[CH:8]=[CH:7][CH:6]=[CH:5][N:4]=1.Br.[OH-].[Na+].[CH3:12][O:13][C:14]([C:16]1[NH:17][C:18]2[C:23]([C:24]=1[CH:25]=[O:26])=[CH:22][CH:21]=[C:20]([O:27][CH3:28])[CH:19]=2)=[O:15].C([O-])([O-])=O.[K+].[K+]>CCOCC.CN(C=O)C>[CH:25]([C:24]1[C:23]2[C:18](=[CH:19][C:20]([O:27][CH3:28])=[CH:21][CH:22]=2)[N:17]([CH2:2][C:3]2[CH:8]=[CH:7][CH:6]=[CH:5][N:4]=2)[C:16]=1[C:14]([O:13][CH3:12])=[O:15])=[O:26] |f:2.3,5.6.7|. Reported procedure: General Procedure J. 2-Bromomethylpyridine.HBr salt (7.0 g, 27.7 mmol) was treated with NaOH (4M, 6.9 ml, 27.6 mmol) in Et2O (20 ml). The ether layer was separated, washed with brine, and dried over MgSO4, filtered into a flask containing a suspension of methyl3-formyl-6-methoxy-1H-indole-2-carboxylate (Compound 90, 1.29 g, 5.54 mmol) and K2CO3 (2.3 g, 16.6 mmol) in DMF (25 ml). The reaction was stirred at 60° C. for 3 h, cooled to room temperature, quenched with H2O and extracted with EtOAc (×2... Run at temperature 60 celsius, time 3 hour. Starting materials: C(C)OC(C1=CC(=NC(=C1)C)N(CC)CC)=O (2-diethylamino-6-methyl-isonicotinic acid ethyl ester), Cl (HCl). Yields the product Cl.C(C)N(C=1C=C(C(=O)O)C=C(N1)C)CC (2-diethylamino-6-methyl-isonicotinic acid hydrochloride). As a reaction SMILES: C([O:3][C:4](=[O:17])[C:5]1[CH:10]=[C:9]([CH3:11])[N:8]=[C:7]([N:12]([CH2:15][CH3:16])[CH2:13][CH3:14])[CH:6]=1)C.[ClH:18]>>[ClH:18].[CH2:15]([N:12]([CH2:13][CH3:14])[C:7]1[CH:6]=[C:5]([CH:10]=[C:9]([CH3:11])[N:8]=1)[C:4]([OH:17])=[O:3])[CH3:16] |f:2.3|. Procedure details: A solution of 2-diethylamino-6-methyl-isonicotinic acid ethyl ester (6.39 g, 27.0 mmol) in 6 N aq. HCl (100 mL) is stirred at 80° C. for 72 h before the solvent is removed in vacuo. The remaining solid is dried under HV to give 2-diethylamino-6-methyl-isonicotinic acid hydrochloride (6.96 g) as a yellow solid; LC-MS: tR=0.53 min; [M+H]+=209.09; 1H NMR (D6-DMSO): δ 1.17 (t, J=6.8 Hz, 6H), 2.51 (s, 3H), 3.68 (q, J=6.3 Hz, 4H), 6.96 (s, 1H), 7.15 (s br, 1H).